Dataset: the Open Reaction Database (ORD), a public repository of structured organic reaction records. Task: describe an organic reaction: reactants, conditions, products, and yield Reactants: C(C)(=O)N1CCC2=CC(=CC=C12)[N+](=O)[O-] (N-Acetyl-5-nitroindoline), [H][H] (hydrogen). The reagents and catalysts are [Pd] (Palladium on carbon). The solvent is C(C)(=O)OCC (ethyl acetate). Product: C(C)(=O)N1CCC2=CC(=CC=C12)N (N-Acetyl-5-aminoindoline). As a reaction SMILES: [C:1]([N:4]1[C:12]2[C:7](=[CH:8][C:9]([N+:13]([O-])=O)=[CH:10][CH:11]=2)[CH2:6][CH2:5]1)(=[O:3])[CH3:2].[H][H]>[Pd].C(OCC)(=O)C>[C:1]([N:4]1[C:12]2[C:7](=[CH:8][C:9]([NH2:13])=[CH:10][CH:11]=2)[CH2:6][CH2:5]1)(=[O:3])[CH3:2]. Reported procedure: Palladium on carbon (10%, 1.110 g) is added to a mixture of N-acetyl-5-nitro indoline (II, EXAMPLE 1, 5.00 g) in ethyl acetate (freshly opened bottle, about 500 ml). The mixture is stirred under 1 atm of hydrogen (balloon) for 39 hr then filtered and the palladium on carbon is washed with methanol/ethyl acetate (20/80). The filtrate is concentrated under reduced pressure to give the title compound, mp 183°-185°; NMR (CDCl3, 300 MHz) 8.01, 6.53, 6.50, 3.98, 3.56, 3.04 and 2.17 δ; CMR (CDCl3, 75.4... The reactants are NC1CCN(CC1)CCN1C(N=[N+](C2=C1C=C(C=C2)Cl)[O-])=O (4-[2-(4-Aminopiperidin-1-yl)ethyl]-6-chloro-1,2,4-benzotriazin-3(4H)-one 1-oxide), NC1CCN(CC1)CCN1C(N=[N+](C2=C1C=C(C=C2)Cl)[O-])=O (4-[2-(4-Aminopiperidin-1-yl)ethyl]-6-chloro-1,2,4-benzotriazin-3(4H)-one 1-oxide), O1CCOC=2C=NC(=CC21)C=O (2,3-dihydro[1,4]dioxino[2,3-c]pyridine-7-carbaldehyde), C(C)(=O)O[BH3-].[Na+] (sodium acetoxyborohydride), CO (methanol). Run in ClCCl (dichloromethane), C(C)(=O)O (acetic acid). Yields the product ClC=1C=CC2=C(N(C(N=[N+]2[O-])=O)CCN2CCC(CC2)NCC2=CC3=C(C=N2)OCCO3)C1 (6-Chloro-4-(2-{4-[(2,3-dihydro[1,4]dioxino[2,3-c]pyridin-7-ylmethyl)amino]piperidin-1-yl}ethyl)-1,2,4-benzotriazin-3(4H)-one 1-oxide). Reaction SMILES: [NH2:1][CH:2]1[CH2:7][CH2:6][N:5]([CH2:8][CH2:9][N:10]2[C:15]3[CH:16]=[C:17]([Cl:20])[CH:18]=[CH:19][C:14]=3[N+:13]([O-:21])=[N:12][C:11]2=[O:22])[CH2:4][CH2:3]1.[O:23]1[C:32]2[CH:31]=[C:30]([CH:33]=O)[N:29]=[CH:28][C:27]=2[O:26][CH2:25][CH2:24]1.C(O[BH3-])(=O)C.[Na+].CO>ClCCl.C(O)(=O)C>[Cl:20][C:17]1[CH:18]=[CH:19][C:14]2[N+:13]([O-:21])=[N:12][C:11](=[O:22])[N:10]([CH2:9][CH2:8][N:5]3[CH2:4][CH2:3][CH:2]([NH:1][CH2:33][C:30]4[N:29]=[CH:28][C:27]5[O:26][CH2:25][CH2:24][O:23][C:32]=5[CH:31]=4)[CH2:7][CH2:6]3)[C:15]=2[CH:16]=1 |f:2.3|. Procedure details: 4-[2-(4-Aminopiperidin-1-yl)ethyl]-6-chloro-1,2,4-benzotriazin-3(4H)-one 1-oxide (Intermediate 205, (0.25 g) was reacted with 2,3-dihydro[1,4]dioxino[2,3-c]pyridine-7-carbaldehyde (WO 2004/058144) (0.14 g) and sodium acetoxyborohydride (0.34 g) as described for Example 107. Chromatography on silica gel with 0-20% methanol in dichloromethane gave 60 mg of the title compound as acetic acid salt (0.37 g). RXN SMILES: [Na+:2].[O:31]1[CH2:32][CH2:33][CH2:34][CH2:35]1.[OH-:1].[c:3]1([CH2:4][O:10][C:11](=[O:12])[C:13]2([NH:19][C:20](=[O:21])[c:22]3[s:23][c:24]4[c:25]([cH:26]3)[cH:27][cH:28][cH:29][cH:30]4)[CH2:14][CH2:15][CH2:16][CH2:17][CH2:18]2)[cH:5][cH:6][cH:7][cH:8][cH:9]1>>[O:10]=[C:11]([OH:12])[C:13]1([NH:19][C:20](=[O:21])[c:22]2[s:23][c:24]3[c:25]([cH:26]2)[cH:27][cH:28][cH:29][cH:30]3)[CH2:14][CH2:15][CH2:16][CH2:17][CH2:18]1. Starting materials: [Na+], C1CCOC1, [OH-], O=C(NC1(C(=O)OCc2ccccc2)CCCCC1)c1cc2ccccc2s1. Yields the product O=C(NC1(C(=O)O)CCCCC1)c1cc2ccccc2s1. Reactants: C1(=CC=CC=C1)C(C(=O)O)=CC1=C(C=CC=C1)Cl (αPhenyl-2-chlorocinnamic acid), CO (methanol). Run at time 15 minute. The product is COC(C(=CC1=C(C=CC=C1)Cl)C1=CC=CC=C1)=O (αphenyl-2-chlorocinnamic acid methyl ester). RXN SMILES: [C:1]1([C:7](=[CH:11][C:12]2[CH:17]=[CH:16][CH:15]=[CH:14][C:13]=2[Cl:18])[C:8]([OH:10])=[O:9])[CH:6]=[CH:5][CH:4]=[CH:3][CH:2]=1.[CH3:19]O>>[CH3:19][O:9][C:8](=[O:10])[C:7]([C:1]1[CH:6]=[CH:5][CH:4]=[CH:3][CH:2]=1)=[CH:11][C:12]1[CH:17]=[CH:16][CH:15]=[CH:14][C:13]=1[Cl:18]. Procedure details: αPhenyl-2-chlorocinnamic acid (26.29 g (0.102 M) was dissolved in methanol (300 cc). Anhydrous HCl was bubbled through the reaction mixture with stirring for 15 minutes. The reaction mixture was refluxed for 2 hours, then HCl was bubbled through the reaction mixture for another 15 minutes. The reaction was stirred at reflux overnight. The methanol was removed in vacuo and the residue taken up in ether. The ether solution was washed with H2O, saturated NaHCO3 solution, and brine. It was then drie... The reactants are O=C([O-])O, CCCCc1nc2cnc3cccnc3c2n1OC(C)C, ClCCl, [Na+], O=C(OO)c1cccc(Cl)c1. Product: CCCCc1nc2c[n+]([O-])c3cccnc3c2n1OC(C)C. As a reaction SMILES: [C:33](=[O:34])([OH:35])[O-:36].[CH2:1]([CH2:2][CH2:3][CH3:4])[c:5]1[n:6]([O:18][CH:19]([CH3:20])[CH3:21])[c:7]2[c:8]([cH:9][n:10][c:11]3[cH:12][cH:13][cH:14][n:15][c:16]23)[n:17]1.[Cl:38][CH2:39][Cl:40].[Na+:37].[OH:22][O:23][C:24]([c:25]1[cH:26][c:27]([Cl:28])[cH:29][cH:30][cH:31]1)=[O:32]>>[CH2:1]([CH2:2][CH2:3][CH3:4])[c:5]1[n:6]([O:18][CH:19]([CH3:20])[CH3:21])[c:7]2[c:8]([cH:9][n+:10]([O-:22])[c:11]3[cH:12][cH:13][cH:14][n:15][c:16]23)[n:17]1. Yields the product FC1=C(C=CC(=C1)NCCCCCCCCCCCCCCCC)CC(=O)OCC (ethyl 2-fluoro-4-(hexadecylamino)phenylacetate). Procedure details: A solution of 8.2 g. of 2-fluoro-4-aminophenylacetic acid, 150 ml. of absolute ethanol, and 3 ml. of boron trifluoride etherate is heated to reflux for 15 hours. The solution is concentrated by distillation and then evaporated to dryness in vacuo. The residue is dissolved in ethyl ether, washed with aqueous sodium bicarbonate dried and evaporated to yield ethyl 2-fluoro-4-aminophenylacetate. A mixture of 5.0 g. of this amine, 9.4 g. of 1-bromohexadecane, 4.2 g. of anhydrous potassium carbonate a... The reactants are FC1=C(C=CC(=C1)N)CC(=O)OCC (ethyl 2-fluoro-4-aminophenylacetate), CN(P(=O)(N(C)C)N(C)C)C (hexamethylphosphoramide), BrCCCCCCCCCCCCCCCC (1-bromohexadecane), C([O-])([O-])=O.[K+].[K+] (potassium carbonate). The solvent is O (water). As a reaction SMILES: [F:1][C:2]1[CH:7]=[C:6]([NH2:8])[CH:5]=[CH:4][C:3]=1[CH2:9][C:10]([O:12][CH2:13][CH3:14])=[O:11].Br[CH2:16][CH2:17][CH2:18][CH2:19][CH2:20][CH2:21][CH2:22][CH2:23][CH2:24][CH2:25][CH2:26][CH2:27][CH2:28][CH2:29][CH2:30][CH3:31].C(=O)([O-])[O-].[K+].[K+].CN(C)P(N(C)C)(N(C)C)=O>O>[F:1][C:2]1[CH:7]=[C:6]([NH:8][CH2:31][CH2:30][CH2:29][CH2:28][CH2:27][CH2:26][CH2:25][CH2:24][CH2:23][CH2:22][CH2:21][CH2:20][CH2:19][CH2:18][CH2:17][CH3:16])[CH:5]=[CH:4][C:3]=1[CH2:9][C:10]([O:12][CH2:13][CH3:14])=[O:11] |f:2.3.4|. The reactants are CCN(C(C)C)C(C)C (Hünig's base), FC=1C=C(CNC2C(NCCCC2)=O)C=CC1OC (rac-3-(3-Fluoro-4-methoxy-benzylamino)-azepan-2-one), ClC1=CC=C(S1)S(=O)(=O)Cl (5-chloro-thiophene-2-sulfonyl chloride). The reagents and catalysts are CN(C)C=1C=CN=CC1 (DMAP). Run in C(Cl)Cl (CH2Cl2). Run at time 8 hour. Product: FC=1C=C(CN(S(=O)(=O)C=2SC(=CC2)Cl)C2C(NCCCC2)=O)C=CC1OC (rac-5-Chloro-thiophene-2-sulfonic acid (3-fluoro-4-methoxy-benzyl)-(2-oxo-azepan-3-yl)-amide). RXN SMILES: [F:1][C:2]1[CH:3]=[C:4]([CH:15]=[CH:16][C:17]=1[O:18][CH3:19])[CH2:5][NH:6][CH:7]1[CH2:13][CH2:12][CH2:11][CH2:10][NH:9][C:8]1=[O:14].CCN(C(C)C)C(C)C.[Cl:29][C:30]1[S:34][C:33]([S:35](Cl)(=[O:37])=[O:36])=[CH:32][CH:31]=1>C(Cl)Cl.CN(C1C=CN=CC=1)C>[F:1][C:2]1[CH:3]=[C:4]([CH:15]=[CH:16][C:17]=1[O:18][CH3:19])[CH2:5][N:6]([CH:7]1[CH2:13][CH2:12][CH2:11][CH2:10][NH:9][C:8]1=[O:14])[S:35]([C:33]1[S:34][C:30]([Cl:29])=[CH:31][CH:32]=1)(=[O:37])=[O:36]. Procedure: rac-3-(3-Fluoro-4-methoxy-benzylamino)-azepan-2-one (213 mg, 0.80 mmol) was dissolved in CH2Cl2 (7.7 ml) and treated with DMAP (30 mg, 0.24 mmol), Hünig's base (0.30 ml, 1.76 mmol) and ⅛ of the cooled (0° C.) reaction mixture was reacted with 5-chloro-thiophene-2-sulfonyl chloride (48 mg, 0.22 mmol) and shaken overnight in a parallel reaction block. Solvent was removed under reduced pressure and the residue dissolved in aqueous acetonitrile solution and purified using high throughput preparative...